Dataset: the Open Reaction Database (ORD), a public repository of structured organic reaction records. Task: describe an organic reaction: reactants, conditions, products, and yield The reactants are CS(C)=O, C[S+](C)(C)=O, CCOC(=O)C=Cc1cccc2nc(C)cn12, [H-], [I-], [Na+], O. Product: CCOC(=O)C1CC1c1cccc2nc(C)cn12. Reaction SMILES: [CH3:27][S:28](=[O:29])[CH3:30].[CH3:4][S+:5]([CH3:6])([CH3:7])=[O:8].[CH3:9][c:10]1[n:11][c:12]2[n:13]([c:14]([CH:18]=[CH:19][C:20](=[O:21])[O:22][CH2:23][CH3:24])[cH:15][cH:16][cH:17]2)[cH:25]1.[H-:1].[I-:3].[Na+:2].[OH2:26]>>[CH2:4]1[CH:18]([c:14]2[n:13]3[c:12]([n:11][c:10]([CH3:9])[cH:25]3)[cH:17][cH:16][cH:15]2)[CH:19]1[C:20](=[O:21])[O:22][CH2:23][CH3:24]. The reactants are S(=O)(Cl)Cl (thionyl chloride), FC1=CC2=C(N=CNC2=O)C=N1 (6-fluoropyrido[3,4-d]pyrimidin-4(3H)-one), CN(C=O)C (N,N-dimethyl-formamide). The solvent is ClCCCl (1,2-dichloroethane). Yields the product ClC=1C2=C(N=CN1)C=NC(=C2)F (4-Chloro-6-fluoropyrido-[3,4-d]pyrimidine). The yield is 91.0%. RXN SMILES: [F:1][C:2]1[N:12]=[CH:11][C:5]2[N:6]=[CH:7][NH:8][C:9](=O)[C:4]=2[CH:3]=1.S(Cl)([Cl:15])=O.CN(C)C=O>ClCCCl>[Cl:15][C:9]1[C:4]2[CH:3]=[C:2]([F:1])[N:12]=[CH:11][C:5]=2[N:6]=[CH:7][N:8]=1. Procedure: A stirred suspension of 30.0 g (182 mmol) of 6-fluoropyrido[3,4-d]pyrimidin-4(3H)-one in 182 mL of 1,2-dichloroethane was treated successively with 182 mL of thionyl chloride, then ca. 1 mL of N,N-dimethyl-formamide. The mixture was heated at reflux for 2.5 hours, then concentrated to a solid that was coevaporated twice with 1,2-dichloroethane. The residual dark brown solids were dissolved in dichloromethane, and the solution was filtered through a short pad of silica gel eluting with dichlorome... The reactants are C(#N)CC=1C=CC2=C(C(C=3C(=NC=CC3)O2)=O)C1 (7-cyanomethyl-5-oxo-5H-[1]benzopyrano[2,3-b]-pyridine), C(C)(=O)O (acetic acid). Solvent: Cl (hydrochloric acid). Yields the product O=C1C2=C(OC3=NC=CC=C31)C=CC(=C2)CC(=O)O (5-oxo-5H-[1]benzopyrano[2,3-b]pyridin-7-yl-acetic acid). As a reaction SMILES: C(C[C:4]1[CH:5]=[CH:6][C:7]2[O:16][C:11]3=[N:12][CH:13]=[CH:14][CH:15]=[C:10]3[C:9](=[O:17])[C:8]=2[CH:18]=1)#N.[C:19]([OH:22])(=[O:21])[CH3:20]>Cl>[O:17]=[C:9]1[C:10]2[C:11](=[N:12][CH:13]=[CH:14][CH:15]=2)[O:16][C:7]2[CH:6]=[CH:5][C:4]([CH2:20][C:19]([OH:22])=[O:21])=[CH:18][C:8]1=2. Procedure details: A solution of 12 g of 7-cyanomethyl-5-oxo-5H-[1]benzopyrano[2,3-b]-pyridine in a mixture of 60 ml of acetic acid and 25 ml of concentrated hydrochloric acid is heated under reflux on an oil bath for 24 hours. After concentration, water is added to the residue, and further a 10% sodium hydroxide solution is added to dissolve the residue. An insoluble material is removed by extraction with chloroform. The aqueous layer is made acid with acetic acid, and the resulting crystalline precipitate is fil... Reactants: C(#N)C1=CC(=C(C=C1)C=1C=NN(C1O)C1=NC=C(C(=O)O)C=C1)C (6-(4-(4-cyano-2-methylphenyl)-5-hydroxy-1H-pyrazol-1-yl)nicotinic acid), C(C)(C)N (isopropylamine). The product is C(#N)C1=CC(=C(C=C1)C=1C=NN(C1O)C1=NC=C(C(=O)NC(C)C)C=C1)C (6-(4-(4-cyano-2-methylphenyl)-5-hydroxy-1H-pyrazol-1-yl)-N-isopropylnicotinamide). As a reaction SMILES: [C:1]([C:3]1[CH:8]=[CH:7][C:6]([C:9]2[CH:10]=[N:11][N:12]([C:15]3[CH:23]=[CH:22][C:18]([C:19]([OH:21])=O)=[CH:17][N:16]=3)[C:13]=2[OH:14])=[C:5]([CH3:24])[CH:4]=1)#[N:2].[CH:25]([NH2:28])([CH3:27])[CH3:26]>>[C:1]([C:3]1[CH:8]=[CH:7][C:6]([C:9]2[CH:10]=[N:11][N:12]([C:15]3[CH:23]=[CH:22][C:18]([C:19]([NH:28][CH:25]([CH3:27])[CH3:26])=[O:21])=[CH:17][N:16]=3)[C:13]=2[OH:14])=[C:5]([CH3:24])[CH:4]=1)#[N:2]. Reported procedure: The title compound was prepared in a manner similar to Example 112 using 6-(4-(4-cyano-2-methylphenyl)-5-hydroxy-1H-pyrazol-1-yl)nicotinic acid and isopropylamine. 1H NMR (400 MHz, DMSO-d6) δ ppm 1.20 (d, J=6.57 Hz, 6H) 2.44 (s, 3H) 4.13 (dd, J=14.15, 6.57 Hz, 1H) 7.66 (dd, J=8.08, 1.52 Hz, 1H) 7.74 (s, 1H) 7.75-7.85 (m, 1H) 8.07-8.28 (m, 1H) 8.45 (dd, J=19.70, 6.82 Hz, 3H) 8.84-8.98 (m, 1H) 12.97-13.37 (m, 1H). MS m/z [M+H]+ 362.2. The reactants are CCCO, Cc1nc(-c2ccc(C(F)(F)F)cc2)ccc1CC#N, [Na+], [OH-], O. Product: Cc1nc(-c2ccc(C(F)(F)F)cc2)ccc1CC(=O)O. RXN SMILES: [CH2:24]([OH:25])[CH2:26][CH3:27].[CH3:1][c:2]1[n:3][c:4](-[c:11]2[cH:12][cH:13][c:14]([C:17]([F:18])([F:19])[F:20])[cH:15][cH:16]2)[cH:5][cH:6][c:7]1[CH2:8][C:9]#[N:10].[Na+:22].[OH-:21].[OH2:23]>>[CH3:1][c:2]1[n:3][c:4](-[c:11]2[cH:12][cH:13][c:14]([C:17]([F:18])([F:19])[F:20])[cH:15][cH:16]2)[cH:5][cH:6][c:7]1[CH2:8][C:9](=[O:21])[OH:23]. Reactants: N1(CCCCC1)C=1C(=NC=CC1)C(=O)N[C@@H]1[C@H](CCC1)NC1=NC=C(N=C1)C(F)(F)F (3-(Piperidin-1-yl)-N-[(1S,2S)-2-{[5-(trifluoromethyl)pyrazin-2-yl]amino}cyclopentyl]pyridine-2-carboxamide), ClC=1C=CC(=C(C(=O)O)C1)N1N=CC=N1 (5-chloro-2-(2H-1,2,3-triazol-2-yl)benzoic acid), ClC=1C=CC(=C(C(=O)O)C1)N1N=CC=N1 (5-chloro-2-(2H-1,2,3-triazol-2-yl)benzoic acid), Cl.FC(C=1N=CC(=NC1)N[C@@H]1[C@H](CCC1)N)(F)F ((1S,2S)-1-N-[5-(trifluoromethyl)pyrazin-2-yl]cyclopentane-1,2-diamine hydrochloride), Cl.FC(C=1N=CC(=NC1)N[C@@H]1[C@H](CCC1)N)(F)F ((1S,2S)-1-N-[5-(trifluoromethyl)pyrazin-2-yl]cyclopentane-1,2-diamine hydrochloride). Yields the product ClC=1C=CC(=C(C(=O)N[C@@H]2[C@H](CCC2)NC2=NC=C(N=C2)C(F)(F)F)C1)N1N=CC=N1 (5-Chloro-2-(2H-1,2,3-triazol-2-yl)-N-[(1S,2S)-2-{[5-(trifluoromethyl)pyrazin-2-yl]amino}cyclopentyl]benzamide). As a reaction SMILES: N1([C:7]2[C:8]([C:13]([NH:15][C@H:16]3[CH2:20][CH2:19][CH2:18][C@@H:17]3[NH:21][C:22]3[CH:27]=[N:26][C:25]([C:28]([F:31])([F:30])[F:29])=[CH:24][N:23]=3)=[O:14])=NC=CC=2)CCCCC1.Cl.FC(F)(F)C1N=CC(N[C@H]2CCC[C@@H]2N)=NC=1.[Cl:50][C:51]1[CH:52]=[CH:53][C:54]([N:60]2[N:64]=[CH:63][CH:62]=[N:61]2)=C(C=1)C(O)=O>>[Cl:50][C:51]1[CH:52]=[CH:53][C:54]([N:60]2[N:64]=[CH:63][CH:62]=[N:61]2)=[C:8]([CH:7]=1)[C:13]([NH:15][C@H:16]1[CH2:20][CH2:19][CH2:18][C@@H:17]1[NH:21][C:22]1[CH:27]=[N:26][C:25]([C:28]([F:31])([F:29])[F:30])=[CH:24][N:23]=1)=[O:14] |f:1.2|. Procedure details: Prepared according to the procedure for 3-(piperidin-1-yl)-N-[(1S,2S)-2-{[5-(trifluoromethyl)pyrazin-2-yl]amino}cyclopentyl]pyridine-2-carboxamide (Example 51) from (1S,2S)-1-N-[5-(trifluoromethyl)pyrazin-2-yl]cyclopentane-1,2-diamine hydrochloride (Intermediate 14; 500 mg, 1.77 mmol) and 5-chloro-2-(2H-1,2,3-triazol-2-yl)benzoic acid (Intermediate 38a; CAS number 1293284-54-4; 396 mg, 1.77 mmol) except this was purified only by column chromatography (silica, 40-100% ethyl acetate/petrol) to aff...